From a dataset of the Open Reaction Database (ORD), a public repository of structured organic reaction records. describe an organic reaction: reactants, conditions, products, and yield Starting materials: C(C)(C)N=C=NC(C)C (N,N′-diisopropyl carbodiimide), [Na] (sodium), N1(C)C(=O)N(C)C=2N=CN(C2C1=O)CC(=O)O (theophylline-7-acetic acid), C(Cl)(Cl)Cl.CO (chloroform methanol). Solvent: CN(C)C=O (DMF), C(C)(=O)OCC (ethyl acetate), CN(C)C=O (DMF). The product is C(C)(C)N(C(=O)NC(C)C)C(CN1C=NC=2N(C(N(C(C12)=O)C)=O)C)=O (1,3-Diisopropyl-1-[2-(1,3-dimethyl-2,6-dioxo-1,2,3,6-tetrahydro-purin-7-yl)-acetyl]-urea). RXN SMILES: [N:1]1([C:12](=[O:13])[C:11]2[N:10]([CH2:14][C:15]([OH:17])=O)[CH:9]=[N:8][C:7]=2[N:5]([CH3:6])[C:3]1=[O:4])[CH3:2].[CH:18]([N:21]=[C:22]=[N:23][CH:24]([CH3:26])[CH3:25])([CH3:20])[CH3:19].C(Cl)(Cl)Cl.C[OH:32].[Na]>CN(C=O)C.C(OCC)(=O)C>[CH:18]([N:21]([C:15](=[O:17])[CH2:14][N:10]1[C:11]2[C:12](=[O:13])[N:1]([CH3:2])[C:3](=[O:4])[N:5]([CH3:6])[C:7]=2[N:8]=[CH:9]1)[C:22]([NH:23][CH:24]([CH3:26])[CH3:25])=[O:32])([CH3:20])[CH3:19] |f:2.3,^1:32|. Procedure details: A solution of 119 mg (0.5 mmol) theophylline-7-acetic acid in 5 ml DMF was dropped for 15-20 minutes into pre-heated at 60° C. solution of 80 μl N,N′-diisopropyl carbodiimide (DIC) in 2.5 ml DMF. The mixture was subsequently heated for 4 hours at the same temperature. After cooling the solvent was evaporated in a vacuum. The residue was dissolved in minimal amount of chloroform and purified by flash chromatography on Silicagel-60A with chloroform:methanol (98:2) as eluent. The fractions with the... The reactants are COC=1C=C(C(=O)OC)C=C(C1O)O (methyl 3-methoxy-4,5-dihydroxybenzoate), Cl (hydrochloric acid), C([O-])([O-])=O.[K+].[K+] (potassium carbonate), ICI (diiodomethane). Solvent: CC(=O)C (acetone), CN(C=O)C (dimethylformamide). Conditions: time 24 hour. Product: COC=1C=C(C(=O)OC)C=C2C1OCO2 (methyl 3-methoxy-4,5-methylenedioxybenzoate). Reaction SMILES: [CH3:1][O:2][C:3]1[CH:4]=[C:5]([CH:10]=[C:11]([OH:14])[C:12]=1[OH:13])[C:6]([O:8][CH3:9])=[O:7].[C:15](=O)([O-])[O-].[K+].[K+].ICI.Cl>CC(C)=O.CN(C)C=O>[CH3:1][O:2][C:3]1[CH:4]=[C:5]([CH:10]=[C:11]2[O:14][CH2:15][O:13][C:12]=12)[C:6]([O:8][CH3:9])=[O:7] |f:1.2.3|. Procedure: Combine methyl 3-methoxy-4,5-dihydroxybenzoate (0.93 g, 4.6 mmol) and potassium carbonate (3.2 g, 23.4 mmol) in acetone (25 mL) and dimethylformamide (25 mL). Add diiodomethane (6.3 g, 23.3 mmol). Heat to reflux. After 24 hours, cool in an ice bath, acidify with a 1 M aqueous hydrochloric acid solution (35 mL), and extract twice with ethyl acetate. Combine the organic layers and extract with brine. Dry over MgSO4, filter, and concentrate in vacuo to give methyl 3-methoxy-4,5-methylenedioxybenzoa... Starting materials: compound, C(C)[C@]1(C(OCC=2C(N3CC=4C(=NC=5C=CC(=C6C5C4CCC6N6C(C4=CC=CC=C4C6=O)=O)F)C3=CC21)=O)=O)O ((9S)-9-Ethyl-4-fluoro-2,3-dihydro-9-hydroxy-3-(1,3-dioxoisoindolin-2-yl)-1H,12H-benzo[de]pyrano[3',4': 6,7]-indolizino [1,2-b]quinoline-10,13(9H,15H)-dione), C(Cl)(Cl)Cl (chloroform), O.NN (hydrazine monohydrate). Run in CO (methanol). The product is Cl.NC1CCC2=C3C(=NC=4C=CC(=C1C24)F)C2=CC4=C(C(N2C3)=O)COC([C@]4(O)CC)=O ((9S)-3-Amino-4-fluoro-9-ethyl-2,3-dihydro-9-hydroxy-1H, 12H-benzo[de]pyrano[3',4': 6,7]indolizino[1,2-b]-quinoline-10, 13(9H,15H)-dione hydrochloride). RXN SMILES: [CH2:1]([C@:3]1([OH:41])[C:38]2[CH:37]=[C:36]3[N:9]([CH2:10][C:11]4[C:12]3=[N:13][C:14]3[CH:15]=[CH:16][C:17]([F:35])=[C:18]5[CH:23]([N:24]6C(=O)C7C(=CC=CC=7)C6=O)[CH2:22][CH2:21][C:20]=4[C:19]=35)[C:8](=[O:39])[C:7]=2[CH2:6][O:5][C:4]1=[O:40])[CH3:2].O.NN.C(Cl)(Cl)[Cl:46]>CO>[ClH:46].[NH2:24][CH:23]1[C:18]2[C:19]3[C:20](=[C:11]4[CH2:10][N:9]5[C:36](=[CH:37][C:38]6[C@:3]([CH2:1][CH3:2])([OH:41])[C:4](=[O:40])[O:5][CH2:6][C:7]=6[C:8]5=[O:39])[C:12]4=[N:13][C:14]=3[CH:15]=[CH:16][C:17]=2[F:35])[CH2:21][CH2:22]1 |f:1.2,5.6|. Procedure: 120 mg of the compound prepared in (11) above was dissolved in a mixed solvent of 7 ml of chloroform and 5 ml of methanol. After the addition of 0.7 ml of hydrazine monohydrate, the mixture was heated under reflux for 1 hour. The reaction mixture was concentrated to dryness and to the residue was added 7 ml of 4N hydrochloric acid, and the mixture was heated under reflux for 1 hour. After concentration to dryness, 10 ml of water to the residue to remove the insoluble substances by filtration. Th... Yield: 66.5%. Starting materials: CC1(CC2(CN(C(O2)=O)CC(C)(C)C)CCC1)C(=O)OC (methyl 7-methyl-3-neopentyl-2-oxo-1-oxa-3-azaspiro[4.5]decane-7-carboxylate), [H-].[Al+3].[Li+].[H-].[H-].[H-] (lithium aluminium hydride), [H-].[Al+3].[Li+].[H-].[H-].[H-] (lithium aluminum hydride). Solvent: C1CCOC1 (THF), C1CCOC1 (THF), C1CCOC1 (THF). Procedure details: To a −78° C. solution of methyl 7-methyl-3-neopentyl-2-oxo-1-oxa-3-azaspiro[4.5]decane-7-carboxylate (24.2 g, 82.0 mmol) in THF (204 mL) under N2 was slowly added lithium aluminium hydride, 1 M in THF (122 mL, 122 mmol). After stirring 1 h at −78° C., additional lithium aluminum hydride, 1 M in THF (0.061 mL, 61.0 mmol) was added. After 3 h the reaction was quenched with water (5 mL) and diluted with 4 N HCl (500 mL). The product was extracted into EtOAc (3×300 mL). The combined organics were dr... Reaction SMILES: [CH3:1][C:2]1([C:18](OC)=[O:19])[CH2:17][CH2:16][CH2:15][C:4]2([O:8][C:7](=[O:9])[N:6]([CH2:10][C:11]([CH3:14])([CH3:13])[CH3:12])[CH2:5]2)[CH2:3]1.[H-].[Al+3].[Li+].[H-].[H-].[H-]>C1COCC1>[OH:19][CH2:18][C:2]1([CH3:1])[CH2:17][CH2:16][CH2:15][C:4]2([O:8][C:7](=[O:9])[N:6]([CH2:10][C:11]([CH3:13])([CH3:14])[CH3:12])[CH2:5]2)[CH2:3]1 |f:1.2.3.4.5.6|. Product: OCC1(CC2(CN(C(O2)=O)CC(C)(C)C)CCC1)C (7-(hydroxymethyl)-7-methyl-3-neopentyl-1-oxa-3-azaspiro[4.5]decan-2-one). Conditions: temperature -78 celsius, time 1 hour. Reactants: BrC1=CC=C(C=C1)C1=CN=C(N1)[C@H]1N(CC2(OCCO2)C1)C([C@H](C(C)C)NC(OC)=O)=O (Methyl (S)-1-((S)-8-(5-(4-bromophenyl)-1H-imidazol-2-yl)-1,4-dioxa-7-azaspiro[4.4]nonan-7-yl)-3-methyl-1-oxobutan-2-ylcarbamate), C(=O)([O-])[O-].[K+].[K+] (K2CO3), BrC=1C=C2C=CC(=CC2=CC1)C1=CN=C(N1)[C@H]1N(CC2(CC2)C1)C([C@H](C(C)C)NC(OC)=O)=O (methyl (S)-1-((S)-6-(5-(6-bromonaphthalen-2-yl)-1H-imidazol-2-yl)-5-azaspiro[2.4]heptan-5-yl)-3-methyl-1-oxobutan-2-ylcarbamate), B1(OC(C(O1)(C)C)(C)C)B2OC(C(O2)(C)C)(C)C (bis(pinacolato)diboron), C(C)(=O)[O-].[K+] (potassium acetate). Reagents/catalysts: C=1C=CC(=CC1)[P](C=2C=CC=CC2)(C=3C=CC=CC3)[Pd]([P](C=4C=CC=CC4)(C=5C=CC=CC5)C=6C=CC=CC6)([P](C=7C=CC=CC7)(C=8C=CC=CC8)C=9C=CC=CC9)[P](C=1C=CC=CC1)(C=1C=CC=CC1)C=1C=CC=CC1 (Pd(PPh3)4), C1=CC=C(C=C1)P([C-]2C=CC=C2)C3=CC=CC=C3.C1=CC=C(C=C1)P([C-]2C=CC=C2)C3=CC=CC=C3.Cl[Pd]Cl.[Fe+2] (Pd(dppf)Cl2). Solvent: CS(=O)C (DMSO), O1CCOCC1 (1,4-Dioxane). Reaction conditions: temperature 90 celsius, time 4 hour. Product: COC(N[C@H](C(=O)N1CC2(CC2)C[C@H]1C=1NC(=CN1)C1=CC2=CC=C(C=C2C=C1)C1=CC=C(C=C1)C1=CN=C(N1)[C@H]1N(CC2(OCCO2)C1)C([C@H](C(C)C)NC(=O)OC)=O)C(C)C)=O ((S)-1-((S)-6-(5-(6-(4-(2-((S)-7-((S)-2-(methoxycarbonylamino)-3-methylbutanoyl)-1,4-dioxa-7-azaspiro[4.4]nonan-8-yl)-1H-imidazol-5-yl)phenyl)naphthalen-2-yl)-1H-imidazol-2-yl)-5-azaspiro[2.4]heptan-5-yl)-3-methyl-1-oxobutan-2-yl-carbamic acid methyl ester). RXN SMILES: Br[C:2]1[CH:7]=[CH:6][C:5]([C:8]2[NH:12][C:11]([C@@H:13]3[CH2:21][C:16]4([O:20][CH2:19][CH2:18][O:17]4)[CH2:15][N:14]3[C:22](=[O:32])[C@@H:23]([NH:27][C:28](=[O:31])[O:29][CH3:30])[CH:24]([CH3:26])[CH3:25])=[N:10][CH:9]=2)=[CH:4][CH:3]=1.B1(B2OC(C)(C)C(C)(C)O2)OC(C)(C)C(C)(C)O1.C([O-])(=O)C.[K+].Br[C:57]1[CH:58]=[C:59]2[C:64](=[CH:65][CH:66]=1)[CH:63]=[C:62]([C:67]1[NH:71][C:70]([C@@H:72]3[CH2:78][C:75]4([CH2:77][CH2:76]4)[CH2:74][N:73]3[C:79](=[O:89])[C@@H:80]([NH:84][C:85](=[O:88])[O:86][CH3:87])[CH:81]([CH3:83])[CH3:82])=[N:69][CH:68]=1)[CH:61]=[CH:60]2.C([O-])([O-])=O.[K+].[K+]>C1C=CC(P(C2C=CC=CC=2)[C-]2C=CC=C2)=CC=1.C1C=CC(P(C2C=CC=CC=2)[C-]2C=CC=C2)=CC=1.Cl[Pd]Cl.[Fe+2].C1C=CC([P]([Pd]([P](C2C=CC=CC=2)(C2C=CC=CC=2)C2C=CC=CC=2)([P](C2C=CC=CC=2)(C2C=CC=CC=2)C2C=CC=CC=2)[P](C2C=CC=CC=2)(C2C=CC=CC=2)C2C=CC=CC=2)(C2C=CC=CC=2)C2C=CC=CC=2)=CC=1.CS(C)=O.O1CCOCC1>[CH3:87][O:86][C:85](=[O:88])[NH:84][C@@H:80]([CH:81]([CH3:82])[CH3:83])[C:79]([N:73]1[C@H:72]([C:70]2[NH:71][C:67]([C:62]3[CH:61]=[CH:60][C:59]4[C:64](=[CH:65][CH:66]=[C:57]([C:2]5[CH:7]=[CH:6][C:5]([C:8]6[NH:12][C:11]([C@@H:13]7[CH2:21][C:16]8([O:17][CH2:18][CH2:19][O:20]8)[CH2:15][N:14]7[C:22](=[O:32])[C@@H:23]([NH:27][C:28]([O:29][CH3:30])=[O:31])[CH:24]([CH3:26])[CH3:25])=[N:10][CH:9]=6)=[CH:4][CH:3]=5)[CH:58]=4)[CH:63]=3)=[CH:68][N:69]=2)[CH2:78][C:75]2([CH2:76][CH2:77]2)[CH2:74]1)=[O:89] |f:2.3,5.6.7,8.9.10.11,^1:139,141,160,179|. Procedure: Methyl (S)-1-((S)-8-(5-(4-bromophenyl)-1H-imidazol-2-yl)-1,4-dioxa-7-azaspiro[4.4]nonan-7-yl)-3-methyl-1-oxobutan-2-ylcarbamate (200 mg, 0.39 mmol), bis(pinacolato)diboron (130 mg, 0.51 mmol), potassium acetate (116 mg, 1.18 mmol), and Pd(dppf)Cl2 (29 mg, 0.039 mmol) were all weighed out in a glass pressure vessel and anhydrous 1,4-Dioxane (2 mL) was added. The mixture was bubbled with nitrogen gas for about 5 min. The vessel was then capped and sealed and heated in an oil bath at 90° C. overnig... Reported procedure: The title compound was prepared from {4-[4-(4-oxo-piperidine-1-yl)-phenylsulfamoyl]-phenoxy}-acetic acid methyl ester (which was obtained in Example 232) and (S)-4-[2-hydroxy-3-aminopropoxy]-1,3-dihydro-2H-benzimidazol-2-one (U.S. Pat. No. 5,786,356/1998) according to the procedure of Example 278 as a pale yellowish solid; 1H NMR (300 MHz, DMSO-d6) δ 1.20-1.40 (m, 2H), 1.75-1.90 (m, 2H), 2.50-2.85 (m, 5H), 3.30-3.50 (m, 2H), 3.69 (s, 3H), 3.80-4.05 (m, 3H), 4.87 (s, 2H), 6.56 (d, J=7.8 Hz, 1H), ... Starting materials: COC(COC1=CC=C(C=C1)S(NC1=CC=C(C=C1)N1CCC(CC1)=O)(=O)=O)=O ({4-[4-(4-Oxo-piperidine-1-yl)-phenylsulfamoyl]-phenoxy}-acetic acid methyl ester), O[C@H](COC1=CC=CC=2NC(NC21)=O)CN ((S)-4-[2-hydroxy-3-aminopropoxy]-1,3-dihydro-2H-benzimidazol-2-one). As a reaction SMILES: [CH3:1][O:2][C:3](=[O:29])[CH2:4][O:5][C:6]1[CH:11]=[CH:10][C:9]([S:12](=[O:28])(=[O:27])[NH:13][C:14]2[CH:19]=[CH:18][C:17]([N:20]3[CH2:25][CH2:24][C:23](=O)[CH2:22][CH2:21]3)=[CH:16][CH:15]=2)=[CH:8][CH:7]=1.[OH:30][C@@H:31]([CH2:44][NH2:45])[CH2:32][O:33][C:34]1[C:42]2[NH:41][C:40](=[O:43])[NH:39][C:38]=2[CH:37]=[CH:36][CH:35]=1>>[CH3:1][O:2][C:3](=[O:29])[CH2:4][O:5][C:6]1[CH:11]=[CH:10][C:9]([S:12]([NH:13][C:14]2[CH:15]=[CH:16][C:17]([N:20]3[CH2:25][CH2:24][CH:23]([NH:45][CH2:44][C@H:31]([OH:30])[CH2:32][O:33][C:34]4[C:42]5[NH:41][C:40](=[O:43])[NH:39][C:38]=5[CH:37]=[CH:36][CH:35]=4)[CH2:22][CH2:21]3)=[CH:18][CH:19]=2)(=[O:28])=[O:27])=[CH:8][CH:7]=1. The product is COC(COC1=CC=C(C=C1)S(=O)(=O)NC1=CC=C(C=C1)N1CCC(CC1)NC[C@@H](COC1=CC=CC=2NC(NC21)=O)O)=O (Methyl[4-({4-[4-({(2S)-2-hydroxy-3-[(2-oxo-2,3-dihydro-1H-benzimidazol-4-yl)oxy]propyl}amino)-1-piperidineyl]anilino}sulfonyl)phenoxy]acetate). The reactants are NC=1C=C(C=C2OC(C3=CC=CC=C23)=O)C=CC1Cl (3-(3-amino-4-chlorobenzylidene)-3H-isobenzofuran-1-one), O.NN (hydrazine monohydrate). The solvent is industrial methylated spirit. Yields the product NC=1C=C(CC2=NNC(C3=CC=CC=C23)=O)C=CC1Cl (4-(3-amino-4-chlorobenzyl)-2H-phthalazin-1-one). Isolated yield 70.8%. RXN SMILES: [NH2:1][C:2]1[CH:3]=[C:4]([CH:16]=[CH:17][C:18]=1[Cl:19])[CH:5]=[C:6]1[C:14]2[C:9](=[CH:10][CH:11]=[CH:12][CH:13]=2)[C:8](=O)[O:7]1.O.[NH2:21][NH2:22]>>[NH2:1][C:2]1[CH:3]=[C:4]([CH:16]=[CH:17][C:18]=1[Cl:19])[CH2:5][C:6]1[C:14]2[C:9](=[CH:10][CH:11]=[CH:12][CH:13]=2)[C:8](=[O:7])[NH:22][N:21]=1 |f:1.2|. Procedure: A stirred mixture of the above 3-(3-amino-4-chlorobenzylidene)-3H-isobenzofuran-1-one (0.815 g, 3 mmol), industrial methylated spirit (10 ml) and hydrazine monohydrate (0.15 g, 3 mmol) was heated under reflux for 1 hour then cooled to ambient temperature. The resulting solid was collected by filtration, washed with industrial methylated spirit (5 ml) and water (5 ml), and dried in vacuo to give a pale grey solid. The crude material was recrystallised from acetonitrile (140 ml) and the resulting ... Starting materials: FC1=CC(=C(C=O)C=C1)C(F)(F)F (4-fluoro-2-(trifluoromethyl)benzaldehyde), NC=1C=C2[C@H]3[C@@H](N4C2=C(C1)COCC4)CCN(C3)C(=O)OC(C)(C)C (tert-butyl (7bR,11aS)-6-amino-1,2,7b,10,11,11a-hexahydro-4H—[1,4]oxazepino[6,5,4-hi]pyrido[4,3-b]indole-9(8H)-carboxylate). Product: FC1=CC(=C(CNC=2C=C3[C@H]4[C@@H](N5C3=C(C2)COCC5)CCNC4)C=C1)C(F)(F)F ((7bR,11aS)-N-[4-fluoro-2-(trifluoromethyl)benzyl]-1,2,7b,8,9,10,11,11a-octahydro-4H-[1,4]oxazepino[6,5,4-hi]pyrido[4,3-b]indol-6-amine). As a reaction SMILES: [F:1][C:2]1[CH:9]=[CH:8][C:5]([CH:6]=O)=[C:4]([C:10]([F:13])([F:12])[F:11])[CH:3]=1.[NH2:14][C:15]1[CH:16]=[C:17]2[C:21]3=[C:22]([CH2:24][O:25][CH2:26][CH2:27][N:20]3[C@H:19]3[CH2:28][CH2:29][N:30](C(OC(C)(C)C)=O)[CH2:31][C@@H:18]23)[CH:23]=1>>[F:1][C:2]1[CH:9]=[CH:8][C:5]([CH2:6][NH:14][C:15]2[CH:16]=[C:17]3[C:21]4=[C:22]([CH2:24][O:25][CH2:26][CH2:27][N:20]4[C@H:19]4[CH2:28][CH2:29][NH:30][CH2:31][C@@H:18]34)[CH:23]=2)=[C:4]([C:10]([F:13])([F:12])[F:11])[CH:3]=1. Procedure details: Using 4-fluoro-2-(trifluoromethyl)benzaldehyde and following the procedures described in EXAMPLE 126, tert-butyl (7bR,11aS)-6-amino-1,2,7b,10,11,11a-hexahydro-4H—[1,4]oxazepino[6,5,4-hi]pyrido[4,3-b]indole-9(8H)-carboxylate from EXAMPLE 56, Part B was converted into the title compound of EXAMPLE 131. 1H NMR(CDCl3) δ 7.61 (dd, 1H, J=8.4, 5.5 Hz), 7.40 (dd, 1H, J=8.8, 2.8 Hz), 7.19 (td, 1H, J=8.3, 2.6 Hz), 6.35 (d, 1H, J=2.2 Hz), 6.19 (d, 1H, J=2.2 Hz), 4.56 (ABq, 2H, JAB=14.3 Hz), 4.44 (s, 2H), 4... Reactants: Cc1ccc(C(=O)O)cc1B(O)O, CCCCO, Cc1ccccc1-c1ccccc1P(C1CCCCC1)C1CCCCC1, C1CCC(NC2CCCCC2)CC1, Oc1nncc2cc(Cl)ccc12, [Na+], O=C(C=Cc1ccccc1)C=Cc1ccccc1, O=C(C=Cc1ccccc1)C=Cc1ccccc1, O=C(C=Cc1ccccc1)C=Cc1ccccc1, [OH-], O, [Pd], [Pd]. Product: Cc1ccc(C(=O)O)cc1-c1ccc2c(O)nncc2c1. Reaction SMILES: [B:13]([OH:14])([OH:15])[c:16]1[cH:17][c:18]([C:19](=[O:20])[OH:21])[cH:22][cH:23][c:24]1[CH3:25].[CH2:124]([OH:125])[CH2:126][CH2:127][CH3:128].[CH:26]1([P:27]([CH:28]2[CH2:29][CH2:30][CH2:31][CH2:32][CH2:33]2)[c:34]2[cH:35][cH:36][cH:37][cH:38][c:39]2-[c:40]2[cH:41][cH:42][cH:43][cH:44][c:45]2[CH3:46])[CH2:47][CH2:48][CH2:49][CH2:50][CH2:51]1.[CH:52]1([NH:53][CH:54]2[CH2:55][CH2:56][CH2:57][CH2:58][CH2:59]2)[CH2:60][CH2:61][CH2:62][CH2:63][CH2:64]1.[Cl:1][c:2]1[cH:3][c:4]2[cH:5][n:6][n:7][c:8]([OH:12])[c:9]2[cH:10][cH:11]1.[Na+:66].[O:105]=[C:106]([CH:107]=[CH:108][c:109]1[cH:110][cH:111][cH:112][cH:113][cH:114]1)[CH:115]=[CH:116][c:117]1[cH:118][cH:119][cH:120][cH:121][cH:122]1.[O:69]=[C:70]([CH:71]=[CH:72][c:73]1[cH:74][cH:75][cH:76][cH:77][cH:78]1)[CH:79]=[CH:80][c:81]1[cH:82][cH:83][cH:84][cH:85][cH:86]1.[O:87]=[C:88]([CH:89]=[CH:90][c:91]1[cH:92][cH:93][cH:94][cH:95][cH:96]1)[CH:97]=[CH:98][c:99]1[cH:100][cH:101][cH:102][cH:103][cH:104]1.[OH-:65].[OH2:123].[Pd:67].[Pd:68]>>[c:2]1(-[c:16]2[cH:17][c:18]([C:19](=[O:20])[OH:21])[cH:22][cH:23][c:24]2[CH3:25])[cH:3][c:4]2[cH:5][n:6][n:7][c:8]([OH:12])[c:9]2[cH:10][cH:11]1. Starting materials: O=C1CCN(Cc2ccccc2)CC1, C1CCOC1, CCOCC, CCOCC, Fc1ccccc1CCl. The product is OC1(Cc2ccccc2F)CCN(Cc2ccccc2)CC1. RXN SMILES: [CH2:10]([c:11]1[cH:12][cH:13][cH:14][cH:15][cH:16]1)[N:17]1[CH2:18][CH2:19][C:20](=[O:23])[CH2:21][CH2:22]1.[CH2:29]1[O:30][CH2:31][CH2:32][CH2:33]1.[CH3:24][CH2:25][O:26][CH2:27][CH3:28].[CH3:34][CH2:35][O:36][CH2:37][CH3:38].[F:1][c:2]1[c:3]([CH2:4][Cl:5])[cH:6][cH:7][cH:8][cH:9]1>>[F:1][c:2]1[c:3]([CH2:4][C:20]2([OH:23])[CH2:19][CH2:18][N:17]([CH2:10][c:11]3[cH:12][cH:13][cH:14][cH:15][cH:16]3)[CH2:22][CH2:21]2)[cH:6][cH:7][cH:8][cH:9]1.